Dataset: the Open Reaction Database (ORD), a public repository of structured organic reaction records. Task: describe an organic reaction: reactants, conditions, products, and yield The reactants are CCO, CC(C)OCc1ccc(C#N)nc1, Cl, [K+], [OH-], O. The product is CC(C)OCc1ccc(C(=O)O)nc1. Reaction SMILES: [CH3:18][CH2:19][OH:20].[CH:1]([CH3:2])([CH3:3])[O:4][CH2:5][c:6]1[cH:7][cH:8][c:9]([C:12]#[N:13])[n:10][cH:11]1.[ClH:17].[K+:15].[OH-:14].[OH2:16]>>[CH:1]([CH3:2])([CH3:3])[O:4][CH2:5][c:6]1[cH:7][cH:8][c:9]([C:12](=[O:14])[OH:16])[n:10][cH:11]1. The reactants are C(C(=O)Cl)(=O)Cl (oxalyl chloride), BrC=1C=C(SC1C)C(=O)O (4-bromo-5-methylthiophene-2-carboxylic acid), N1=CC=CC=C1 (pyridine), C(C)(C)O (isopropanol). Solvent: CN(C=O)C (dimethylformamide), ClCCl (dichloromethane). Conditions: time 30 minute. The product is BrC=1C=C(SC1C)C(=O)OC(C)C (isopropyl 4-bromo-5-methylthiophene-2-carboxylate). The yield is 32.1%. RXN SMILES: [Br:1][C:2]1[CH:3]=[C:4]([C:8]([OH:10])=[O:9])[S:5][C:6]=1[CH3:7].C(Cl)(=O)C(Cl)=O.N1C=C[CH:20]=[CH:19][CH:18]=1.C(O)(C)C>ClCCl.CN(C)C=O>[Br:1][C:2]1[CH:3]=[C:4]([C:8]([O:10][CH:19]([CH3:20])[CH3:18])=[O:9])[S:5][C:6]=1[CH3:7]. Procedure: A solution of 5 g (22.6 mmol) of 4-bromo-5-methylthiophene-2-carboxylic acid was dissolved in dry dichloromethane (200 mL) and reacted with oxalyl chloride (2 mL, 22.6 mmol) and dimethylformamide (100 μL) stirring on an ice bath for 30 min and then at room temperature for 2.5 h. The solvents were removed in vacuo and the residue was passed through silica gel, eluting off with hexanes:ethyl acetate 7/3 (v:v), ethyl acetate, and dichloromethane. The solvents were removed in vacuo and the resulting... Starting materials: OCCCO, C1CCOC1, C[Si](C)(C)[N-][Si](C)(C)C, Cc1c(Cl)c(S(C)=O)nc2sc(C(=O)NC3CC3)c(N)c12, [Li+]. The product is Cc1c(Cl)c(OCCCO)nc2sc(C(=O)NC3CC3)c(N)c12. As a reaction SMILES: [CH2:1]([CH2:2][CH2:3][OH:4])[OH:5].[CH2:37]1[O:38][CH2:39][CH2:40][CH2:41]1.[CH3:6][Si:7]([N-:8][Si:9]([CH3:10])([CH3:11])[CH3:12])([CH3:13])[CH3:14].[CH:16]1([NH:19][C:20](=[O:21])[c:22]2[c:23]([NH2:36])[c:24]3[c:25]([n:26][c:27]([S:32]([CH3:33])=[O:34])[c:28]([Cl:31])[c:29]3[CH3:30])[s:35]2)[CH2:17][CH2:18]1.[Li+:15]>>[CH2:1]([CH2:2][CH2:3][O:4][c:27]1[n:26][c:25]2[c:24]([c:23]([NH2:36])[c:22]([C:20]([NH:19][CH:16]3[CH2:17][CH2:18]3)=[O:21])[s:35]2)[c:29]([CH3:30])[c:28]1[Cl:31])[OH:5].